Dataset: the Open Reaction Database (ORD), a public repository of structured organic reaction records. Task: describe an organic reaction: reactants, conditions, products, and yield Reactants: C[Si](C)(C)I, CC(C)(C(=O)O)c1ccc(C(=O)C2CC2)cc1, ClCCl, [Na+], O=S([O-])O. The product is CC(C)(C(=O)O)c1ccc(C(=O)CCCI)cc1. Reaction SMILES: [CH3:18][Si:19]([CH3:20])([CH3:21])[I:22].[CH:1]1([C:4]([c:5]2[cH:6][cH:7][c:8]([C:11]([C:12](=[O:13])[OH:14])([CH3:15])[CH3:16])[cH:9][cH:10]2)=[O:17])[CH2:2][CH2:3]1.[Cl:28][CH2:29][Cl:30].[Na+:27].[S:23](=[O:24])([OH:25])[O-:26]>>[CH2:1]([CH2:2][CH2:3][I:22])[C:4]([c:5]1[cH:6][cH:7][c:8]([C:11]([C:12](=[O:13])[OH:14])([CH3:15])[CH3:16])[cH:9][cH:10]1)=[O:17]. The reactants are C1(=CC=C(C=C1)S(=O)(=O)O)C.N[C@H]1[C@@H](CN(CC1)C(=O)OC(C)(C)C)C1=CC(=C(C=C1)F)Cl (tert-butyl (3R*,4R*)-4-amino-3-(3-chloro-4-fluorophenyl)piperidine-1-carboxylate p-toluenesulfonate), ClC1=CC=C(C(=O)O)C=C1 (4-chlorobenzoic acid). The product is ClC=1C=C(C=CC1F)[C@@H]1CN(CC[C@H]1NC(=O)C1=CC=C(C=C1)Cl)C(=O)OC(C)(C)C (tert-butyl (3R*,4R*)-3-(3-chloro-4-fluorophenyl)-4-{[(4-chlorophenyl)carbonyl]amino}piperidine-1-carboxylate). As a reaction SMILES: C1(C)C=CC(S(O)(=O)=O)=CC=1.[NH2:12][C@@H:13]1[CH2:18][CH2:17][N:16]([C:19]([O:21][C:22]([CH3:25])([CH3:24])[CH3:23])=[O:20])[CH2:15][C@H:14]1[C:26]1[CH:31]=[CH:30][C:29]([F:32])=[C:28]([Cl:33])[CH:27]=1.[Cl:34][C:35]1[CH:43]=[CH:42][C:38]([C:39](O)=[O:40])=[CH:37][CH:36]=1>>[Cl:33][C:28]1[CH:27]=[C:26]([C@H:14]2[C@H:13]([NH:12][C:39]([C:38]3[CH:42]=[CH:43][C:35]([Cl:34])=[CH:36][CH:37]=3)=[O:40])[CH2:18][CH2:17][N:16]([C:19]([O:21][C:22]([CH3:25])([CH3:23])[CH3:24])=[O:20])[CH2:15]2)[CH:31]=[CH:30][C:29]=1[F:32] |f:0.1|. Procedure details: sing the compound obtained in step 1 and 4-chlorobenzoic acid, and by the reaction and purification in the same manner as in Reference Example 1, step 5, the title compound was obtained. The reactants are C(C)[C@@H]1[C@@H]([C@]2(C)[C@@H](C1)[C@@H]1CCC3=CC(CCC3=C1CC2)=O)O (16β-ethyl-17β-hydroxy-4,9(10)-estradien-3-one), C(CCCCC)(=O)OCC(=O)Cl (n-hexanoyloxyacetyl chloride), C(C)(=O)OCC (ethyl acetate), C(O)([O-])=O.[Na+] (sodium hydrogen carbonate). The reagents and catalysts are CN(C1=CC=NC=C1)C (4-dimethylaminopyridine). Run in C1(=CC=CC=C1)C (toluene). Reaction conditions: temperature 25 celsius, time 3 hour. Yields the product C(C)[C@@H]1[C@@H]([C@]2(C)[C@@H](C1)[C@@H]1CCC3=CC(CCC3=C1CC2)=O)OC(COC(CCCCC)=O)=O (16β-Ethyl-17β-n-hexanoyloxyacetoxy-4,9(10)-estradien-3-one). As a reaction SMILES: [CH2:1]([C@H:3]1[CH2:8][C@H:7]2[C@H:9]3[C:18]([CH2:19][CH2:20][C@:5]2([CH3:6])[C@H:4]1[OH:22])=[C:17]1[C:12](=[CH:13][C:14](=[O:21])[CH2:15][CH2:16]1)[CH2:11][CH2:10]3)[CH3:2].[C:23]([O:30][CH2:31][C:32](Cl)=[O:33])(=[O:29])[CH2:24][CH2:25][CH2:26][CH2:27][CH3:28].C(OCC)(=O)C.C(=O)([O-])O.[Na+]>C1(C)C=CC=CC=1.CN(C)C1C=CN=CC=1>[CH2:1]([C@H:3]1[CH2:8][C@H:7]2[C@H:9]3[C:18]([CH2:19][CH2:20][C@:5]2([CH3:6])[C@H:4]1[O:22][C:32](=[O:33])[CH2:31][O:30][C:23](=[O:29])[CH2:24][CH2:25][CH2:26][CH2:27][CH3:28])=[C:17]1[C:12](=[CH:13][C:14](=[O:21])[CH2:15][CH2:16]1)[CH2:11][CH2:10]3)[CH3:2] |f:3.4|. Reported procedure: In 20 ml of toluene are dissolved 1.5 g of 16β-ethyl-17β-hydroxy-4,9(10)-estradien-3-one and 1.92 g of 4-dimethylaminopyridine, and 1.6 ml of n-hexanoyloxyacetyl chloride is added. The mixture is stirred at 50°-60° C. for 3 hours. After cooling to 25° C., the mixture is poured into a mixture of ethyl acetate (200 ml) and saturated aqueous sodium hydrogen carbonate (50 ml). The organic layer is separated and the aqueous layer is extracted with ethyl acetate. These organic layers are combined, was...